Dataset: the Open Reaction Database (ORD), a public repository of structured organic reaction records. Task: describe an organic reaction: reactants, conditions, products, and yield Starting materials: C(C)S(=O)(=O)N1CCC(CC1)C1=CNC2=C(C=C(C=C12)C1=CC(=CC=C1)C=O)C(=O)N (3-[1-(ethylsulfonyl)-4-piperidinyl]-5-(3-formylphenyl)-1H-indole-7-carboxamide), N1(CCCCC1)C1(CCCCC1)CN (1-[1-(1-piperidinyl)cyclohexyl]methanamine), [BH-](OC(=O)C)(OC(=O)C)OC(=O)C.[Na+] (NaBH(OAc)3). Product: C(C)S(=O)(=O)N1CCC(CC1)C1=CNC2=C(C=C(C=C12)C1=CC(=CC=C1)CNCC1(CCCCC1)N1CCCCC1)C(=O)N (3-[1-(ethylsulfonyl)-4-piperidinyl]-5-{3-[({[1-(1-piperidinyl)cyclohexyl]methyl}amino)methyl]phenyl}-1H-indole-7-carboxamide). Isolated yield 34.7%. Reaction SMILES: [CH2:1]([S:3]([N:6]1[CH2:11][CH2:10][CH:9]([C:12]2[C:20]3[C:15](=[C:16]([C:29]([NH2:31])=[O:30])[CH:17]=[C:18]([C:21]4[CH:26]=[CH:25][CH:24]=[C:23]([CH:27]=O)[CH:22]=4)[CH:19]=3)[NH:14][CH:13]=2)[CH2:8][CH2:7]1)(=[O:5])=[O:4])[CH3:2].[N:32]1([C:38]2([CH2:44][NH2:45])[CH2:43][CH2:42][CH2:41][CH2:40][CH2:39]2)[CH2:37][CH2:36][CH2:35][CH2:34][CH2:33]1.[BH-](OC(C)=O)(OC(C)=O)OC(C)=O.[Na+]>>[CH2:1]([S:3]([N:6]1[CH2:7][CH2:8][CH:9]([C:12]2[C:20]3[C:15](=[C:16]([C:29]([NH2:31])=[O:30])[CH:17]=[C:18]([C:21]4[CH:26]=[CH:25][CH:24]=[C:23]([CH2:27][NH:45][CH2:44][C:38]5([N:32]6[CH2:37][CH2:36][CH2:35][CH2:34][CH2:33]6)[CH2:39][CH2:40][CH2:41][CH2:42][CH2:43]5)[CH:22]=4)[CH:19]=3)[NH:14][CH:13]=2)[CH2:10][CH2:11]1)(=[O:5])=[O:4])[CH3:2] |f:2.3|. Procedure details: Following the general procedure of example 16, 3-[1-(ethylsulfonyl)-4-piperidinyl]-5-(3-formylphenyl)-1H-indole-7-carboxamide (50 mg, 0.114 mmol), 1-[1-(1-piperidinyl)cyclohexyl]methanamine (17 mg, 0.087 mmol) and NaBH(OAc)3 (58 mg, 0.261 mmol) were reacted to give the title compound (18.7 mg, 27%). Reactants: C(C)OC=1C=C(C(=O)N)C=CC1OCC (3,4-diethoxybenzamide), BrCC(C(=O)OCC)=O (ethyl 3-bromo-2-oxopropionate). Product: C(C)OC=1C=C(C=CC1OCC)C=1OC=C(N1)C(=O)OCC (ethyl 2-(3,4-diethoxyphenyl)oxazole-4-carboxylate). Isolated yield 85.0%. Reaction SMILES: [CH2:1]([O:3][C:4]1[CH:5]=[C:6]([CH:10]=[CH:11][C:12]=1[O:13][CH2:14][CH3:15])[C:7]([NH2:9])=[O:8])[CH3:2].Br[CH2:17][C:18](=O)[C:19]([O:21][CH2:22][CH3:23])=[O:20]>>[CH2:1]([O:3][C:4]1[CH:5]=[C:6]([C:7]2[O:8][CH:17]=[C:18]([C:19]([O:21][CH2:22][CH3:23])=[O:20])[N:9]=2)[CH:10]=[CH:11][C:12]=1[O:13][CH2:14][CH3:15])[CH3:2]. Procedure: Using 10.4 g of 3,4-diethoxybenzamide and 19.5 g of ethyl 3-bromo-2-oxopropionate and following the procedure of Reference Example 5, 12.9 g of white powdery ethyl 2-(3,4-diethoxyphenyl)oxazole-4-carboxylate was obtained. The reactants are NC=1C(N(C(N(C1N)C)=O)C)=O (5,6-diamino-1,3 -dimethyluracil), C1OC=2C=C(C=CC(=O)O)C=CC2O1 (3,4-methylenedioxycinnamic acid). The product is C1OC=2C=C(/C=C/C3=NC=4N(C(N(C)C(C4N3)=O)=O)C)C=CC2O1 ((E)-8-(3,4-Methylenedioxystyryl)theophylline). The yield is 12.5%. Reaction SMILES: [NH2:1][C:2]1[C:3](=[O:12])[N:4]([CH3:11])[C:5](=[O:10])[N:6]([CH3:9])[C:7]=1[NH2:8].[CH2:13]1[O:26][C:25]2[CH:24]=[CH:23][C:17]([CH:18]=[CH:19][C:20](O)=O)=[CH:16][C:15]=2[O:14]1>>[CH2:13]1[O:26][C:25]2[CH:24]=[CH:23][C:17](/[CH:18]=[CH:19]/[C:20]3[NH:1][C:2]4[C:3](=[O:12])[N:4]([CH3:11])[C:5](=[O:10])[N:6]([CH3:9])[C:7]=4[N:8]=3)=[CH:16][C:15]=2[O:14]1. Procedure details: Substantially the same procedure as in Example 7 was repeated using 5.0 g (29.4 mmol) of 5,6-diamino-1,3 -dimethyluracil and 6.78 g (35.3 mmol) of 3,4-methylenedioxycinnamic acid. Then, the resultant crude crystals were recrystallized from dimethylformamide/water to give 1.20 g (yield 13%) of Compound 86 as a pale yellow powder.